Task: describe an organic reaction: reactants, conditions, products, and yield. Dataset: the Open Reaction Database (ORD), a public repository of structured organic reaction records RXN SMILES: [CH3:24][CH2:25][OH:26].[CH:20]([O-:21])=[O:22].[N+:1]([O-:2])(=[O:3])[c:4]1[c:5]([OH:19])[cH:6][cH:7][c:8]([CH:10]2[O:11][CH2:12][CH2:13][N:14]([CH2:16][CH2:17][CH3:18])[CH2:15]2)[cH:9]1.[NH4+:23]>>[NH2:1][c:4]1[c:5]([OH:19])[cH:6][cH:7][c:8]([CH:10]2[O:11][CH2:12][CH2:13][N:14]([CH2:16][CH2:17][CH3:18])[CH2:15]2)[cH:9]1. Reactants: CCO, O=C[O-], CCCN1CCOC(c2ccc(O)c([N+](=O)[O-])c2)C1, [NH4+]. Product: CCCN1CCOC(c2ccc(O)c(N)c2)C1. Starting materials: ClC1=CC(=NC=N1)C(=O)NC1=C(C=C(C=C1)S(=O)(=O)Cl)C (4-(6-chloropyrimidine-4-carboxamido)-3-methylbenzene-1-sulfonyl chloride), ClC1=CC(=NC=N1)C(=O)NC1=C(C=C(C=C1)S(=O)(=O)Cl)C (4-(6-chloropyrimidine-4-carboxamido)-3-methylbenzene-1-sulfonyl chloride), NCCCC(=O)OCC (ethyl 4-aminobutanoate), C(C)(C)NC(C)C (diisopropylamine). Solvent: C1CCOC1 (THF). Reaction conditions: time 18 hour. Product: ClC1=CC(=NC=N1)C(=O)NC1=C(C=C(C=C1)S(=O)(=O)NCCCC(=O)OCC)C (ethyl 4-(4-(6-chloropyrimidine-4-carboxamido)-3-methylphenylsulfonamido)butanoate). RXN SMILES: [Cl:1][C:2]1[N:7]=[CH:6][N:5]=[C:4]([C:8]([NH:10][C:11]2[CH:16]=[CH:15][C:14]([S:17](Cl)(=[O:19])=[O:18])=[CH:13][C:12]=2[CH3:21])=[O:9])[CH:3]=1.[NH2:22][CH2:23][CH2:24][CH2:25][C:26]([O:28][CH2:29][CH3:30])=[O:27].C(NC(C)C)(C)C>C1COCC1>[Cl:1][C:2]1[N:7]=[CH:6][N:5]=[C:4]([C:8]([NH:10][C:11]2[CH:16]=[CH:15][C:14]([S:17]([NH:22][CH2:23][CH2:24][CH2:25][C:26]([O:28][CH2:29][CH3:30])=[O:27])(=[O:19])=[O:18])=[CH:13][C:12]=2[CH3:21])=[O:9])[CH:3]=1. Procedure details: A solution of 4-(6-chloropyrimidine-4-carboxamido)-3-methylbenzene-1-sulfonyl chloride (Intermediate 30, 1.2g; 3.47 mmol) in THF (100 ml) was treated with ethyl 4-aminobutanoate (720 mg; 4.34 mmol) and diisopropylamine (2 ml; 14.3 mmol). After stirring at RT for 18 hours the solvent was removed in vacuo and the residue redissolved in DCM and washed with water. The organic extracts were passed through a hydrophobic frit and the solvent removed in vacuo. The residue was purified by column chromato... The reactants are N (ammonia), muconic acid mononitrile, NCCCCCC(=O)O (6-aminocaproic acid). The reagents and catalysts are [Ni] (Raney nickel). Run in C(C)O (ethanol). The product is NCCCCCC(=O)O (6-ACA), C1(CCCCCN1)=O (caprolactam). Reaction SMILES: [NH2:1][CH2:2][CH2:3][CH2:4][CH2:5][CH2:6][C:7]([OH:9])=[O:8].N>C(O)C.[Ni]>[NH2:1][CH2:2][CH2:3][CH2:4][CH2:5][CH2:6][C:7]([OH:9])=[O:8].[C:7]1(=[O:9])[NH:1][CH2:2][CH2:3][CH2:4][CH2:5][CH2:6]1. Reported procedure: No prior art has been found which describes the hydrogenation of ammonium salts of aliphatic ω-nitrilecarboxylic acids in aqueous solution to directly produce the corresponding lactams. In closely related art, U.S. Pat. No. 4,329,498 describes the hydrogenation of muconic acid mononitrile to 6-aminocaproic acid (6-ACA) in dry ethanol saturated with ammonia, using a Raney nickel catalyst #2. After removal of the hydrogenation catalyst, heating the ethanolic solution of 6-ACA to 170° C.-200° C. wa... Reactants: C[O-].[Na+] (sodium methanolate), N1C=NC=C1 (imidazole), C1(=CC=CC=C1)S(=O)(=O)C=1C(=NN2C1N=C(C=C2Cl)C)SC (3-benzenesulphonyl-7-chloro-5-methyl-2-methylsulphanyl-pyrazolo[1,5-a]-pyrimidine). Solvent: CN(C)C=O (DMF), CN(C)C=O (DMF). Reaction conditions: time 15 minute. The product is C1(=CC=CC=C1)S(=O)(=O)C=1C(=NN2C1N=C(C=C2N2C=NC=C2)C)SC (3-benzenesulphonyl-7-imidazol-1-yl-5-methyl-2-methylsulphanyl-pyrazolo[1,5-a]pyrimidine). Yield: 51.9%. Reaction SMILES: C[O-].[Na+].[NH:4]1[CH:8]=[CH:7][N:6]=[CH:5]1.[C:9]1([S:15]([C:18]2[C:19]([S:29][CH3:30])=[N:20][N:21]3[C:26](Cl)=[CH:25][C:24]([CH3:28])=[N:23][C:22]=23)(=[O:17])=[O:16])[CH:14]=[CH:13][CH:12]=[CH:11][CH:10]=1>CN(C=O)C>[C:9]1([S:15]([C:18]2[C:19]([S:29][CH3:30])=[N:20][N:21]3[C:26]([N:4]4[CH:8]=[CH:7][N:6]=[CH:5]4)=[CH:25][C:24]([CH3:28])=[N:23][C:22]=23)(=[O:17])=[O:16])[CH:10]=[CH:11][CH:12]=[CH:13][CH:14]=1 |f:0.1|. Reported procedure: 0.08 g (1.5 mmol) of sodium methanolate was added to a suspension of 0.122 g (1.8 mmol) of imidazole in 30 ml of DMF and stirred at 60° for 15 min. Subsequently, a solution of 0.53 g (1.5 mmol) of 3-benzenesulphonyl-7-chloro-5-methyl-2-methylsulphanyl-pyrazolo[1,5-a]-pyrimidine in 10 ml of DMF was added to this suspension and stirred at 60° for 1 hr. The reaction solution was cooled to RT and evaporated in a high vacuum. The residue was partitioned between 2N NaOH and CH2Cl2. The aqueous phase w... Reactants: O=C(O)C=Cc1cccc(Cl)c1Cl, CC(F)(F)c1ccc(Cn2ccc(N)n2)o1. The product is CC(F)(F)c1ccc(Cn2ccc(NC(=O)C=Cc3cccc(Cl)c3Cl)n2)o1. As a reaction SMILES: [Cl:17][c:18]1[c:19]([CH:25]=[CH:26][C:27](=[O:28])[OH:29])[cH:20][cH:21][cH:22][c:23]1[Cl:24].[F:1][C:2]([CH3:3])([F:4])[c:5]1[cH:6][cH:7][c:8]([CH2:10][n:11]2[n:12][c:13]([NH2:16])[cH:14][cH:15]2)[o:9]1>>[F:1][C:2]([CH3:3])([F:4])[c:5]1[cH:6][cH:7][c:8]([CH2:10][n:11]2[n:12][c:13]([NH:16][C:27]([CH:26]=[CH:25][c:19]3[c:18]([Cl:17])[c:23]([Cl:24])[cH:22][cH:21][cH:20]3)=[O:28])[cH:14][cH:15]2)[o:9]1. The reactants are COC(=O)c1ncnn1Cc1c(-c2ccc(C)cc2)nc2ccc(C)cn12, CN, CO. Product: CNC(=O)c1ncnn1Cc1c(-c2ccc(C)cc2)nc2ccc(C)cn12. Reaction SMILES: [CH3:1][c:2]1[cH:3][cH:4][c:5]2[n:6]([cH:7]1)[c:8]([CH2:18][n:19]1[n:20][cH:21][n:22][c:23]1[C:24](=[O:25])[O:26][CH3:27])[c:9](-[c:11]1[cH:12][cH:13][c:14]([CH3:17])[cH:15][cH:16]1)[n:10]2.[CH3:28][NH2:29].[CH3:30][OH:31]>>[CH3:1][c:2]1[cH:3][cH:4][c:5]2[n:6]([cH:7]1)[c:8]([CH2:18][n:19]1[n:20][cH:21][n:22][c:23]1[C:24](=[O:25])[NH:29][CH3:28])[c:9](-[c:11]1[cH:12][cH:13][c:14]([CH3:17])[cH:15][cH:16]1)[n:10]2.